Dataset: the Open Reaction Database (ORD), a public repository of structured organic reaction records. Task: describe an organic reaction: reactants, conditions, products, and yield Reactants: ClC1=C(C(=O)Cl)C=CC=N1 (2-chloronicotinoyl chloride), C(C)NCC (N-ethylethanamine). The solvent is C(Cl)Cl (methylene chloride). Conditions: temperature 0 celsius, time 2 hour. Yields the product ClC1=C(C(=O)N(CC)CC)C=CC=N1 (2-chloro-N,N-diethylnicotinamide). RXN SMILES: [Cl:1][C:2]1[N:10]=[CH:9][CH:8]=[CH:7][C:3]=1[C:4](Cl)=[O:5].[CH2:11]([NH:13][CH2:14][CH3:15])[CH3:12]>C(Cl)Cl>[Cl:1][C:2]1[N:10]=[CH:9][CH:8]=[CH:7][C:3]=1[C:4]([N:13]([CH2:14][CH3:15])[CH2:11][CH3:12])=[O:5]. Procedure details: Into a 1-neck round-bottom flask under an atmosphere of nitrogen was dissolved 2-chloronicotinoyl chloride (2.12 g, 0.0120 mol) in methylene chloride (25 mL) and the reaction cooled to 0° C. N-ethylethanamine (2.7 mL, 0.026 mol) was added to the mixture and stirred at 0° C. for 2 hours and then at 20° C. for 16 hours. The reaction was extracted with dichloromethane and the organic extracts were washed with water, brine, dried (MgSO4), and concentrated in vacuo. The crude product was used in the ...